From a dataset of the Open Reaction Database (ORD), a public repository of structured organic reaction records. describe an organic reaction: reactants, conditions, products, and yield Procedure details: 1-Benzyl-4-(4-but-2-ynyloxy-benzenesulfonyl)-piperidine-4-carboxylic acid ethyl ester was prepared according to the general method as outlined in Example 1 (Step 6). Starting from (4-but-2-ynyloxy-benzenesulfonyl)-acetic acid ethyl ester (2 g, 6.73 mmol) and bis-(2-chloro-ethyl)-benzyl amine (2.3 g, 8.8 mmol). Yield 3.33 g (99%); yellow oil; MS: 455.9 (M+H)+ Product: C(C)OC(=O)C1(CCN(CC1)CC1=CC=CC=C1)S(=O)(=O)C1=CC=C(C=C1)OCC#CC (1-Benzyl-4-(4-but-2-ynyloxy-benzenesulfonyl)-piperidine-4-carboxylic acid ethyl ester). Reaction SMILES: [CH2:1]([O:3][C:4](=[O:20])[CH2:5][S:6]([C:9]1[CH:14]=[CH:13][C:12]([O:15][CH2:16][C:17]#[C:18][CH3:19])=[CH:11][CH:10]=1)(=[O:8])=[O:7])[CH3:2].Cl[CH2:22][CH2:23][N:24]([CH2:32][CH2:33]Cl)[CH2:25][C:26]1[CH:31]=[CH:30][CH:29]=[CH:28][CH:27]=1>>[CH2:1]([O:3][C:4]([C:5]1([S:6]([C:9]2[CH:10]=[CH:11][C:12]([O:15][CH2:16][C:17]#[C:18][CH3:19])=[CH:13][CH:14]=2)(=[O:7])=[O:8])[CH2:22][CH2:23][N:24]([CH2:25][C:26]2[CH:31]=[CH:30][CH:29]=[CH:28][CH:27]=2)[CH2:32][CH2:33]1)=[O:20])[CH3:2]. Reactants: C(C)OC(CS(=O)(=O)C1=CC=C(C=C1)OCC#CC)=O ((4-but-2-ynyloxy-benzenesulfonyl)-acetic acid ethyl ester), ClCCN(CC1=CC=CC=C1)CCCl (bis-(2-chloro-ethyl)-benzyl amine).